Task: describe an organic reaction: reactants, conditions, products, and yield. Dataset: the Open Reaction Database (ORD), a public repository of structured organic reaction records Starting materials: CC(C)(CCn1c(=O)[nH]c2ccccc21)NC(=O)OC(C)(C)C, CC(C)(C)[O-], CS(C)=O, ClCc1ccccc1, [K+]. Product: CC(C)(CCn1c(=O)n(Cc2ccccc2)c2ccccc21)NC(=O)OC(C)(C)C. As a reaction SMILES: [CH3:1][C:2]([CH2:3][CH2:4][n:5]1[c:6](=[O:14])[nH:7][c:8]2[c:9]1[cH:10][cH:11][cH:12][cH:13]2)([CH3:15])[NH:16][C:17]([O:18][C:19]([CH3:20])([CH3:21])[CH3:22])=[O:23].[CH3:32][C:33]([CH3:34])([O-:35])[CH3:36].[CH3:38][S:39]([CH3:40])=[O:41].[Cl:24][CH2:25][c:26]1[cH:27][cH:28][cH:29][cH:30][cH:31]1.[K+:37]>>[CH3:1][C:2]([CH2:3][CH2:4][n:5]1[c:6](=[O:14])[n:7]([CH2:25][c:26]2[cH:27][cH:28][cH:29][cH:30][cH:31]2)[c:8]2[c:9]1[cH:10][cH:11][cH:12][cH:13]2)([CH3:15])[NH:16][C:17]([O:18][C:19]([CH3:20])([CH3:21])[CH3:22])=[O:23].